This data is from the Open Reaction Database (ORD), a public repository of structured organic reaction records. The task is: describe an organic reaction: reactants, conditions, products, and yield Starting materials: C(C)(=O)O[C@H]1[C@@H](O[C@@H]([C@H]1OC(C)=O)COC(C)=O)C=1N=NNC1 (2,3,5-tri-O-acetyl-β -D-ribofuranosyl-1,2,3-triazole), OO (hydrogen peroxide), N (ammonia), OO (hydrogen peroxide), [C@@H]1([C@H](O)[C@H](O)[C@H](O1)CO)N1N=CC(=N1)C(=O)N (2-β-ribofuranosyl-1,2,3-triazole-4-carboxamide), Heterocyclic. The solvent is CC(C)O (2-propanol). Product: [C@@H]1([C@H](O)[C@H](O)[C@H](O1)CO)N1N=NC(=C1)C(=O)N (1-β-D-Ribofuranosyl-1,2,3-triazole-4-carboxamide). As a reaction SMILES: C([O:4][C@@H:5]1[C@H:9]([O:10]C(=O)C)[C@@H:8]([CH2:14][O:15]C(=O)C)[O:7][C@H:6]1C1N=NNC=1)(=O)C.N.OO.[C@@H]1([N:36]2[N:40]=[C:39]([C:41]([NH2:43])=[O:42])[CH:38]=[N:37]2)O[C@H](CO)[C@@H](O)[C@H]1O>CC(O)C>[C@@H:6]1([N:37]2[CH:38]=[C:39]([C:41]([NH2:43])=[O:42])[N:40]=[N:36]2)[O:7][C@H:8]([CH2:14][OH:15])[C@@H:9]([OH:10])[C@H:5]1[OH:4]. Procedure: 4-Cyano-1-(2,3,5-tri-O-acetyl-β -D-ribofuranosyl-1,2,3-triazole (8). (0.35 g, 0.001 mol) was added to 15% aqueous ammonia (30 ml) and 30% hydrogen peroxide (3 ml). The solution was stirred 4 hr before additional hydrogen peroxide was added. The procedure and product isolation was identical to that used in method 2 for compound 4. The compound was dissolved in hot 2-propanol; cooling of the solution and filtering provided 30 mg of crystalline 5 which was identical to an authentic sample prepared ...